This data is from the Open Reaction Database (ORD), a public repository of structured organic reaction records. The task is: describe an organic reaction: reactants, conditions, products, and yield Starting materials: C1(CC1)C1=NC2=CC=CC=C2C(=C1C=CC#N)C1=CC=C(C=C1)F (3-[2-cyclopropyl-4-(4-fluorophenyl)-3-quinolyl]prop-2-enenitrile), C(=O)O (formic acid), Cl (hydrochloric acid). The reagents and catalysts are [Ni] (Raney-nickel), [Ni] (nickel). The solvent is O (water), O (water), O (water). Yields the product C1(CC1)C1=NC2=CC=CC=C2C(=C1C=CC=O)C1=CC=C(C=C1)F (3-[2-cyclopropyl-4-(4-fluorophenyl)-3-quinolyl]prop-2-enal). Isolated yield 96.7%. As a reaction SMILES: [CH:1]1([C:4]2[C:13]([CH:14]=[CH:15][C:16]#N)=[C:12]([C:18]3[CH:23]=[CH:22][C:21]([F:24])=[CH:20][CH:19]=3)[C:11]3[C:6](=[CH:7][CH:8]=[CH:9][CH:10]=3)[N:5]=2)[CH2:3][CH2:2]1.C(O)=[O:26].Cl>[Ni].O>[CH:1]1([C:4]2[C:13]([CH:14]=[CH:15][CH:16]=[O:26])=[C:12]([C:18]3[CH:23]=[CH:22][C:21]([F:24])=[CH:20][CH:19]=3)[C:11]3[C:6](=[CH:7][CH:8]=[CH:9][CH:10]=3)[N:5]=2)[CH2:3][CH2:2]1. Procedure: In a 5 mL-volume glass flask equipped with a stirrer, a thermometer and a dropping funnel were placed under nitrogen atmosphere 314 mg (1.0 mmol) of 3-[2-cyclopropyl-4-(4-fluorophenyl)-3-quinolyl]prop-2-enenitrile (prepared in Reference Example 1), 2.25 mL of formic acid (60 mmol, mol calculated as 100% formic acid), 0.75 mL of water, and 620 mg (5.3 mmol as nickel atom) of water-containing developed Raney-nickel (NDHT-90, nickel content 50 wt. %, available from Kawaken Fine Chemical Co., Ltd.).... The reactants are CC(C)(C)OC(=O)N(Cc1ccccc1)S(=O)(=O)c1ccc(C(F)(F)F)cc1, CO, CCO, CCOC(C)=O, [OH-], [OH-], [Pd+2]. Yields the product CC(C)(C)OC(=O)NS(=O)(=O)c1ccc(C(F)(F)F)cc1. RXN SMILES: [CH2:1]([c:2]1[cH:3][cH:4][cH:5][cH:6][cH:7]1)[N:8]([C:9]([O:10][C:11]([CH3:12])([CH3:13])[CH3:14])=[O:15])[S:16](=[O:17])(=[O:18])[c:19]1[cH:20][cH:21][c:22]([C:25]([F:26])([F:27])[F:28])[cH:23][cH:24]1.[CH3:29][OH:30].[CH3:31][CH2:32][OH:33].[CH3:37][CH2:38][O:39][C:40](=[O:41])[CH3:42].[OH-:34].[OH-:35].[Pd+2:36]>>[NH:8]([C:9]([O:10][C:11]([CH3:12])([CH3:13])[CH3:14])=[O:15])[S:16](=[O:17])(=[O:18])[c:19]1[cH:20][cH:21][c:22]([C:25]([F:26])([F:27])[F:28])[cH:23][cH:24]1. The reactants are CCOC(=O)Cl, CN1Cc2c(N)cccc2C(c2ccccc2)C1, c1ccccc1. Product: CCOC(=O)Nc1cccc2c1CN(C)CC2c1ccccc1. RXN SMILES: [Cl:19][C:20](=[O:21])[O:22][CH2:23][CH3:24].[NH2:1][c:2]1[cH:3][cH:4][cH:5][c:6]2[c:11]1[CH2:10][N:9]([CH3:12])[CH2:8][CH:7]2[c:13]1[cH:14][cH:15][cH:16][cH:17][cH:18]1.[cH:25]1[cH:26][cH:27][cH:28][cH:29][cH:30]1>>[NH:1]([c:2]1[cH:3][cH:4][cH:5][c:6]2[c:11]1[CH2:10][N:9]([CH3:12])[CH2:8][CH:7]2[c:13]1[cH:14][cH:15][cH:16][cH:17][cH:18]1)[C:20](=[O:21])[O:22][CH2:23][CH3:24]. The reactants are CC(C)C(CO)NC(=O)OC(C)(C)C, Cc1ccccc1, C1CCOC1, [N-]=[N+]=NP(=O)(c1ccccc1)c1ccccc1, c1ccc(P(c2ccccc2)c2ccccc2)cc1. Product: CC(C)C(CN=[N+]=[N-])NC(=O)OC(C)(C)C. Reaction SMILES: [C:1]([CH3:2])([CH3:3])([CH3:4])[O:5][C:6]([NH:7][CH:8]([CH:9]([CH3:10])[CH3:11])[CH2:12][OH:13])=[O:14].[CH3:51][c:52]1[cH:53][cH:54][cH:55][cH:56][cH:57]1.[O:58]1[CH2:59][CH2:60][CH2:61][CH2:62]1.[c:15]1([P:16]([c:17]2[cH:18][cH:19][cH:20][cH:21][cH:22]2)(=[O:23])[N:29]=[N+:30]=[N-:31])[cH:24][cH:25][cH:26][cH:27][cH:28]1.[c:32]1([P:33]([c:34]2[cH:35][cH:36][cH:37][cH:38][cH:39]2)[c:40]2[cH:41][cH:42][cH:43][cH:44][cH:45]2)[cH:46][cH:47][cH:48][cH:49][cH:50]1>>[C:1]([CH3:2])([CH3:3])([CH3:4])[O:5][C:6]([NH:7][CH:8]([CH:9]([CH3:10])[CH3:11])[CH2:12][N:29]=[N+:30]=[N-:31])=[O:14]. Starting materials: COc1ccc(Cn2nc(C3CCN(C)CC3)c3c(Oc4ccc(NC(=O)c5ccnn(-c6ccc(F)cc6)c5=O)cc4F)ccnc32)cc1, O=C(O)C(F)(F)F. The product is CN1CCC(c2n[nH]c3nccc(Oc4ccc(NC(=O)c5ccnn(-c6ccc(F)cc6)c5=O)cc4F)c23)CC1. Reaction SMILES: [CH3:1][O:2][c:3]1[cH:4][cH:5][c:6]([CH2:7][n:8]2[n:9][c:10]([CH:42]3[CH2:43][CH2:44][N:45]([CH3:48])[CH2:46][CH2:47]3)[c:11]3[c:12]2[n:13][cH:14][cH:15][c:16]3[O:17][c:18]2[c:19]([F:41])[cH:20][c:21]([NH:24][C:25](=[O:26])[c:27]3[c:28](=[O:40])[n:29](-[c:33]4[cH:34][cH:35][c:36]([F:39])[cH:37][cH:38]4)[n:30][cH:31][cH:32]3)[cH:22][cH:23]2)[cH:49][cH:50]1.[F:51][C:52]([F:53])([F:54])[C:55]([OH:56])=[O:57]>>[nH:8]1[n:9][c:10]([CH:42]2[CH2:43][CH2:44][N:45]([CH3:48])[CH2:46][CH2:47]2)[c:11]2[c:12]1[n:13][cH:14][cH:15][c:16]2[O:17][c:18]1[c:19]([F:41])[cH:20][c:21]([NH:24][C:25](=[O:26])[c:27]2[c:28](=[O:40])[n:29](-[c:33]3[cH:34][cH:35][c:36]([F:39])[cH:37][cH:38]3)[n:30][cH:31][cH:32]2)[cH:22][cH:23]1. Starting materials: [C@H]12[C@H](CC[C@H](CC(N1)=O)C2)N2C1=NC=NC(=C1N=C2)N (9-[(S,S,S)-8-Azabicyclo[3.3.1]nonan-7-on-2-yl]adenine), C(C)OC(N(C)C)OCC (dimethylformamide diethyl acetal). Run in CN(C)C=O (DMF). Conditions: temperature 80 celsius. Yields the product [C@H]12[C@H](CC[C@H](CC(N1)=O)C2)N2C1=NC=NC(=C1N=C2)N=CN(C)C (9-[(S,S,S)-8-Azabicyclo[3.3.1]nonan-7-on-2-yl]-6-N-dimethylaminomethylideneadenine). RXN SMILES: [C@@H:1]12[CH2:10][C@@H:5]([CH2:6][C:7](=[O:9])[NH:8]1)[CH2:4][CH2:3][C@@H:2]2[N:11]1[CH:19]=[N:18][C:17]2[C:12]1=[N:13][CH:14]=[N:15][C:16]=2[NH2:20].C(O[CH:24](OCC)[N:25]([CH3:27])[CH3:26])C>CN(C=O)C>[C@@H:1]12[CH2:10][C@@H:5]([CH2:6][C:7](=[O:9])[NH:8]1)[CH2:4][CH2:3][C@@H:2]2[N:11]1[CH:19]=[N:18][C:17]2[C:12]1=[N:13][CH:14]=[N:15][C:16]=2[N:20]=[CH:24][N:25]([CH3:27])[CH3:26]. Procedure details: A 500 ml round-bottomed flask was loaded with 5.58 g of A lactam 15b (20 mmol), 200 ml of dry DMF and 17.1 ml of dimethylformamide diethyl acetal (100 mmol). The mixture was heated at 80° C. for 3 h. The resulting clear solution was concentrated under reduced pressure (0.4 mbar, 60° C. bath temperature) to afford 6.9 g of crude 15c, which was used without further purification.